Dataset: the Open Reaction Database (ORD), a public repository of structured organic reaction records. Task: describe an organic reaction: reactants, conditions, products, and yield Starting materials: FC1=CC2=C(C(CC3=C(S2)C=CC=C3)Cl)C=C1Cl (7-fluoro-8,10-dichloro-10,11-dihydrodibenzo(b,f)thiepine), CN1CCNCC1 (1-methylpiperazine). Solvent: C(Cl)(Cl)Cl (chloroform). Yields the product FC1=CC2=C(C(CC3=C(S2)C=CC=C3)N3CCN(CC3)C)C=C1Cl (7-Fluoro-8-chloro-10-(4-methylpiperazino)-10,11-dihydrodibenzo(b,f)thiepine). The yield is 74.0%. RXN SMILES: [F:1][C:2]1[C:17]([Cl:18])=[CH:16][C:5]2[CH:6](Cl)[CH2:7][C:8]3[CH:14]=[CH:13][CH:12]=[CH:11][C:9]=3[S:10][C:4]=2[CH:3]=1.[CH3:19][N:20]1[CH2:25][CH2:24][NH:23][CH2:22][CH2:21]1>C(Cl)(Cl)Cl>[F:1][C:2]1[C:17]([Cl:18])=[CH:16][C:5]2[CH:6]([N:23]3[CH2:24][CH2:25][N:20]([CH3:19])[CH2:21][CH2:22]3)[CH2:7][C:8]3[CH:14]=[CH:13][CH:12]=[CH:11][C:9]=3[S:10][C:4]=2[CH:3]=1. Procedure: A mixture of 7-fluoro-8,10-dichloro-10,11-dihydrodibenzo(b,f)thiepine (7.48 g), 1-methylpiperazine (5.2 ml) and chloroform (7 ml) was refluxed for 7 hours. The chloroform was evaporated and the residue taken up in water (20 ml) and benzene (80 ml). The benzene solution was washed with water and shaken with 3 N-HCl (100 ml). The separated hydrochloride was filtered and added to the aqueous layer of the filtrate. The resulting suspension was made alkaline with ammonium hydroxide and the liberated ... Starting materials: CCN(C(C)C)C(C)C, CC(C)O, Nc1ncc(Cl)c(Cl)c1[N+](=O)[O-], c1cncc(CN2CCNCC2)c1. Product: Nc1ncc(Cl)c(N2CCN(Cc3cccnc3)CC2)c1[N+](=O)[O-]. Reaction SMILES: [CH:26]([N:27]([CH:28]([CH3:29])[CH3:30])[CH2:31][CH3:32])([CH3:33])[CH3:34].[CH:35]([OH:36])([CH3:37])[CH3:38].[NH2:1][c:2]1[n:3][cH:4][c:5]([Cl:12])[c:6]([Cl:11])[c:7]1[N+:8](=[O:9])[O-:10].[n:13]1[cH:14][c:15]([CH2:19][N:20]2[CH2:21][CH2:22][NH:23][CH2:24][CH2:25]2)[cH:16][cH:17][cH:18]1>>[NH2:1][c:2]1[n:3][cH:4][c:5]([Cl:12])[c:6]([N:23]2[CH2:22][CH2:21][N:20]([CH2:19][c:15]3[cH:14][n:13][cH:18][cH:17][cH:16]3)[CH2:25][CH2:24]2)[c:7]1[N+:8](=[O:9])[O-:10]. Reactants: BrC=1C=CC(=C(C1)O)NN.CC1=CC=C(C=C1)S(=O)(=O)[O-] (5-bromo-2-hydrazinylphenol 4-methylbenzenesulfonate), CC(C(C)=O)C(C)=O (3-methylpentane-2,4-dione). Yields the product BrC=1C=CC(=C(C1)O)N1N=C(C(=C1C)C)C (5-bromo-2-(3,4,5-trimethyl-1H-pyrazol-1-yl)phenol). Isolated yield 47.3%. Reaction SMILES: [Br:1][C:2]1[CH:3]=[CH:4][C:5]([NH:9][NH2:10])=[C:6]([OH:8])[CH:7]=1.[CH3:11][C:12]1[CH:17]=[CH:16]C(S([O-])(=O)=O)=[CH:14][CH:13]=1.CC(C(=O)C)C(=O)C>>[Br:1][C:2]1[CH:3]=[CH:4][C:5]([N:9]2[C:17]([CH3:16])=[C:12]([CH3:11])[C:13]([CH3:14])=[N:10]2)=[C:6]([OH:8])[CH:7]=1 |f:0.1|. Procedure: 320 mg of the title compound was prepared in a manner similar to Example 54b) by using 5-bromo-2-hydrazinylphenol 4-methylbenzenesulfonate (0.9 g), which was prepared in a manner similar to Example 54a), and 3-methylpentane-2,4-dione (0.9 g). Starting materials: O=C(O)CCNC(C(=O)OCc1ccccc1)C(O)CCNC(=O)OCc1ccccc1, CC#N, c1ccc(P(c2ccccc2)c2ccccc2)cc1. Product: O=C(NCCC(O)C(C(=O)OCc1ccccc1)N1CCC1=O)OCc1ccccc1. RXN SMILES: [C:1](=[O:2])([OH:3])[CH2:4][CH2:5][NH:6][CH:7]([CH:8]([CH2:9][CH2:10][NH:11][C:12](=[O:13])[O:14][CH2:15][c:16]1[cH:17][cH:18][cH:19][cH:20][cH:21]1)[OH:22])[C:23](=[O:24])[O:25][CH2:26][c:27]1[cH:28][cH:29][cH:30][cH:31][cH:32]1.[CH3:52][C:53]#[N:54].[c:33]1([P:34]([c:35]2[cH:36][cH:37][cH:38][cH:39][cH:40]2)[c:41]2[cH:42][cH:43][cH:44][cH:45][cH:46]2)[cH:47][cH:48][cH:49][cH:50][cH:51]1>>[C:1]1(=[O:2])[CH2:4][CH2:5][N:6]1[CH:7]([CH:8]([CH2:9][CH2:10][NH:11][C:12](=[O:13])[O:14][CH2:15][c:16]1[cH:17][cH:18][cH:19][cH:20][cH:21]1)[OH:22])[C:23](=[O:24])[O:25][CH2:26][c:27]1[cH:28][cH:29][cH:30][cH:31][cH:32]1. The reactants are CCOC(=O)CC(=O)Nc1ccc(Br)cc1C, BrCCBr, O=C([O-])[O-], CCOC(C)=O, ClCCl, CN(C)C=O, CCCCCC, [K+], [K+]. Product: CCOC(=O)C1(C(=O)Nc2ccc(Br)cc2C)CC1. Reaction SMILES: [Br:1][c:2]1[cH:3][c:4]([CH3:17])[c:5]([NH:8][C:9]([CH2:10][C:11](=[O:12])[O:13][CH2:14][CH3:15])=[O:16])[cH:6][cH:7]1.[Br:29][CH2:30][CH2:31][Br:32].[C:18](=[O:19])([O-:20])[O-:21].[C:36]([O:37][CH2:38][CH3:39])(=[O:40])[CH3:41].[CH2:33]([Cl:34])[Cl:35].[CH3:24][N:25]([CH3:26])[CH:27]=[O:28].[CH3:42][CH2:43][CH2:44][CH2:45][CH2:46][CH3:47].[K+:22].[K+:23]>>[Br:1][c:2]1[cH:3][c:4]([CH3:17])[c:5]([NH:8][C:9]([C:10]2([C:11](=[O:12])[O:13][CH2:14][CH3:15])[CH2:30][CH2:31]2)=[O:16])[cH:6][cH:7]1. The reactants are COC(=O)Cl, O=C(O)c1ccc(O)c(F)c1, [Na+], [OH-], O. Yields the product COC(=O)Oc1ccc(C(=O)O)cc1F. As a reaction SMILES: [Cl:12][C:13](=[O:14])[O:15][CH3:16].[F:1][c:2]1[cH:3][c:4]([C:5](=[O:6])[OH:7])[cH:8][cH:9][c:10]1[OH:11].[Na+:18].[OH-:17].[OH2:19]>>[F:1][c:2]1[cH:3][c:4]([C:5](=[O:6])[OH:7])[cH:8][cH:9][c:10]1[O:11][C:13](=[O:14])[O:15][CH3:16]. Starting materials: C, CO, Cl, [H][H], Cn1c(-c2cccc(F)c2)nc2c(N)nc(C#CC3(O)CCCC3)nc21, [Pd]. The product is Cn1c(-c2cccc(F)c2)nc2c(N)nc(CCC3(O)CCCC3)nc21. As a reaction SMILES: [C:32].[CH3:30][OH:31].[ClH:27].[H:28][H:29].[NH2:1][c:2]1[c:3]2[n:4][c:5](-[c:20]3[cH:21][c:22]([F:26])[cH:23][cH:24][cH:25]3)[n:6]([CH3:19])[c:7]2[n:8][c:9]([C:11]#[C:12][C:13]2([OH:18])[CH2:14][CH2:15][CH2:16][CH2:17]2)[n:10]1.[Pd:33]>>[NH2:1][c:2]1[c:3]2[n:4][c:5](-[c:20]3[cH:21][c:22]([F:26])[cH:23][cH:24][cH:25]3)[n:6]([CH3:19])[c:7]2[n:8][c:9]([CH2:11][CH2:12][C:13]2([OH:18])[CH2:14][CH2:15][CH2:16][CH2:17]2)[n:10]1.